Dataset: the Open Reaction Database (ORD), a public repository of structured organic reaction records. Task: describe an organic reaction: reactants, conditions, products, and yield Reactants: CCOC(C)=O, CCCCCCC, COC(=O)c1ccc(C2=NOC(c3cc(Cl)c(F)c(Cl)c3)(C(F)(F)F)C2)c2ccccc12, C1COCCO1, O. Yields the product O=C(O)c1ccc(C2=NOC(c3cc(Cl)c(F)c(Cl)c3)(C(F)(F)F)C2)c2ccccc12. As a reaction SMILES: [CH3:40][CH2:41][O:42][C:43]([CH3:44])=[O:45].[CH3:46][CH2:47][CH2:48][CH2:49][CH2:50][CH2:51][CH3:52].[Cl:8][c:9]1[cH:10][c:11]([C:17]2([C:36]([F:37])([F:38])[F:39])[CH2:18][C:19]([c:22]3[cH:23][cH:24][c:25]([C:32](=[O:33])[O:34][CH3:35])[c:26]4[cH:27][cH:28][cH:29][cH:30][c:31]34)=[N:20][O:21]2)[cH:12][c:13]([Cl:16])[c:14]1[F:15].[O:1]1[CH2:2][CH2:3][O:4][CH2:5][CH2:6]1.[OH2:7]>>[Cl:8][c:9]1[cH:10][c:11]([C:17]2([C:36]([F:37])([F:38])[F:39])[CH2:18][C:19]([c:22]3[cH:23][cH:24][c:25]([C:32](=[O:33])[OH:34])[c:26]4[cH:27][cH:28][cH:29][cH:30][c:31]34)=[N:20][O:21]2)[cH:12][c:13]([Cl:16])[c:14]1[F:15]. The reactants are [BH3-]C#N, CCOC(=O)N1CCC(=O)C(C)C1, CO, NC1CC1, [Na+]. Product: CCOC(=O)N1CCC(NC2CC2)C(C)C1. As a reaction SMILES: [C:18]([BH3-:19])#[N:20].[C:5](=[O:6])([O:7][CH2:8][CH3:9])[N:10]1[CH2:11][CH:12]([CH3:17])[C:13](=[O:16])[CH2:14][CH2:15]1.[CH3:22][OH:23].[CH:1]1([NH2:4])[CH2:2][CH2:3]1.[Na+:21]>>[CH:1]1([NH:4][CH:13]2[CH:12]([CH3:17])[CH2:11][N:10]([C:5](=[O:6])[O:7][CH2:8][CH3:9])[CH2:15][CH2:14]2)[CH2:2][CH2:3]1. The reactants are ClC1=CC=C(C=C1)C1(CC1)C(=O)N1[C@@H](C[C@H](C1)S(=O)(=O)C1=C(C=C(C=C1)Cl)Cl)C(=O)O ((2S,4R)-1-(1-(4-chlorophenyl)cyclopropanecarbonyl)-4-(2,4-dichlorophenylsulfonyl)pyrrolidine-2-carboxylic acid), N[C@H]([C@@H](C(=O)NC1CC1)O)CCC ((2S,3S)-3-amino-N-cyclopropyl-2-hydroxyhexanamide). Yields the product ClC1=CC=C(C=C1)C1(CC1)C(=O)N1[C@@H](C[C@H](C1)S(=O)(=O)C1=C(C=C(C=C1)Cl)Cl)C(=O)N[C@H](C(C(=O)NC1CC1)=O)CCC ((2S,4R)-1-(1-(4-chlorophenyl)cyclopropanecarbonyl)-N—((S)-1-(cyclopropylamino)-1,2-dioxohexan-3-yl)-4-(2,4-dichlorophenylsulfonyl)pyrrolidine-2-carboxamide). Reaction SMILES: [Cl:1][C:2]1[CH:7]=[CH:6][C:5]([C:8]2([C:11]([N:13]3[CH2:17][C@H:16]([S:18]([C:21]4[CH:26]=[CH:25][C:24]([Cl:27])=[CH:23][C:22]=4[Cl:28])(=[O:20])=[O:19])[CH2:15][C@H:14]3[C:29](O)=[O:30])=[O:12])[CH2:10][CH2:9]2)=[CH:4][CH:3]=1.[NH2:32][C@@H:33]([CH2:42][CH2:43][CH3:44])[C@H:34]([OH:41])[C:35]([NH:37][CH:38]1[CH2:40][CH2:39]1)=[O:36]>>[Cl:1][C:2]1[CH:7]=[CH:6][C:5]([C:8]2([C:11]([N:13]3[CH2:17][C@H:16]([S:18]([C:21]4[CH:26]=[CH:25][C:24]([Cl:27])=[CH:23][C:22]=4[Cl:28])(=[O:20])=[O:19])[CH2:15][C@H:14]3[C:29]([NH:32][C@@H:33]([CH2:42][CH2:43][CH3:44])[C:34](=[O:41])[C:35]([NH:37][CH:38]3[CH2:40][CH2:39]3)=[O:36])=[O:30])=[O:12])[CH2:10][CH2:9]2)=[CH:4][CH:3]=1. Reported procedure: The title compound was prepared in analogy to Example 1, using (2S,4R)-1-(1-(4-chlorophenyl)cyclopropanecarbonyl)-4-(2,4-dichlorophenylsulfonyl)pyrrolidine-2-carboxylic acid and (2S,3S)-3-amino-N-cyclopropyl-2-hydroxyhexanamide in step 1. MS (m/e)=670.11 [M+H+]. Reactants: C(C(=O)Cl)(=O)Cl (oxalyl chloride), P(=O)(O)(O)[O-].[K+] (potassium dihydrogen phosphate), C(=O)(OCC1=CC=CC=C1)NCCCO (N-Cbz-3-amino-1-propanol), CN(C)C (trimethylamine). The solvent is C(Cl)Cl (methylene chloride), CS(=O)C (dimethylsulfoxide), C(Cl)Cl (methylene chloride). Run at temperature -48 celsius. Yields the product C(=O)=NCC(C=O)OCC1=CC=CC=C1 (N-Carbonylbenzyloxy-3-aminopropanal). Reaction SMILES: [C:1](Cl)(=[O:5])[C:2](Cl)=[O:3].C(NCCCO)(O[CH2:10][C:11]1[CH:16]=[CH:15][CH:14]=[CH:13][CH:12]=1)=O.[CH3:22][N:23]([CH3:25])C.P([O-])(O)(O)=[O:27].[K+]>C(Cl)Cl.CS(C)=O>[C:22](=[N:23][CH2:25][CH:1]([O:5][CH2:10][C:11]1[CH:16]=[CH:15][CH:14]=[CH:13][CH:12]=1)[CH:2]=[O:3])=[O:27] |f:3.4|. Procedure details: 335 mL of dimethylsulfoxide and 9 L of methylene chloride were combined and chilled to −48° C. 313 mL of oxalyl chloride was added over 25 minutes so that the temperature remained below −40° C. Cooled to −48° C. and added 500 grams of N-Cbz-3-amino-1-propanol dissolved in 1 L of methylene chloride so that the temperature remained below −40° C. Stirred for an additional hour at −45° C. 1325 mL of trimethylamine was added at such a rate that the temperature remained below −40° C. After stirring an...